Dataset: the Open Reaction Database (ORD), a public repository of structured organic reaction records. Task: describe an organic reaction: reactants, conditions, products, and yield Starting materials: [N+](=O)([O-])C1=CC=C(C=C1)N1CCC(CC1)=O (1-(4-nitrophenyl)-4-piperidone), FC1=CC=C(C=C1)C1=CCNCC1 (4-(4-fluorophenyl)-1,2,5,6-tetrahydropyridine). Product: FC1=CC=C(C=C1)C1=CCN(CC1)C1CCN(CC1)C1=CC=C(C=C1)[N+](=O)[O-] (4-(4-Fluorophenyl)-1-[1-(4-nitrophenyl)-4-piperidinyl]-1,2,5,6-tetrahydropyridine). Reaction SMILES: [N+:1]([C:4]1[CH:9]=[CH:8][C:7]([N:10]2[CH2:15][CH2:14][C:13](=O)[CH2:12][CH2:11]2)=[CH:6][CH:5]=1)([O-:3])=[O:2].[F:17][C:18]1[CH:23]=[CH:22][C:21]([C:24]2[CH2:29][CH2:28][NH:27][CH2:26][CH:25]=2)=[CH:20][CH:19]=1>>[F:17][C:18]1[CH:23]=[CH:22][C:21]([C:24]2[CH2:29][CH2:28][N:27]([CH:13]3[CH2:14][CH2:15][N:10]([C:7]4[CH:8]=[CH:9][C:4]([N+:1]([O-:3])=[O:2])=[CH:5][CH:6]=4)[CH2:11][CH2:12]3)[CH2:26][CH:25]=2)=[CH:20][CH:19]=1. Procedure details: 5.5 g of 1-(4-nitrophenyl)-4-piperidone and 4.4 g of 4-(4-fluorophenyl)-1,2,5,6-tetrahydropyridine were reacted as in Example 1. The product crystallized as fumarate. The reactants are NC=1N=C(C/2=C(N1)C[C@@H](N\C2=N/O[C@@H](C(=O)N(C)C)CCO)C2=C(C=C(C=C2)F)Br)C ((R)-2-((Z)—((R)-2-amino-7-(2-bromo-4-fluorophenyl)-4-methyl-7,8-dihydropyrido[4,3-d]pyrimidin-5(6H)-ylidene)aminooxy)-4-hydroxy-N,N-dimethylbutanamide), COC1=CC=CC(=N1)B1OCCN(CCO1)C1=CC=CC=C1 (2-(6-methoxypyridin-2-yl)-6-phenyl-1,3,6,2-dioxazaborocane), C(=O)([O-])[O-].[Na+].[Na+] (Na2CO3). Reagents/catalysts: C1=CC=C(C=C1)P([C-]2C=CC=C2)C3=CC=CC=C3.C1=CC=C(C=C1)P([C-]2C=CC=C2)C3=CC=CC=C3.Cl[Pd]Cl.[Fe+2] (Pd(dppf)2Cl2). The solvent is CC(=O)N(C)C (DMA). Run at temperature 85 celsius. Yields the product NC=1N=C(C/2=C(N1)C[C@@H](N\C2=N/O[C@@H](C(=O)N(C)C)CCO)C2=C(C=C(C=C2)F)C2=NC(=CC=C2)OC)C ((R)-2-((Z)—((R)-2-amino-7-(4-fluoro-2-(6-methoxypyridin-2-yl)phenyl)-4-methyl-7,8-dihydropyrido[4,3-d]pyrimidin-5(6H)-ylidene) aminooxy)-4-hydroxy-N,N-dimethylbutanamide). Yield: 43.7%. RXN SMILES: [NH2:1][C:2]1[N:3]=[C:4]([CH3:31])[C:5]2=[C:6]([CH2:8][C@H:9]([C:23]3[CH:28]=[CH:27][C:26]([F:29])=[CH:25][C:24]=3Br)[NH:10]/[C:11]/2=[N:12]\[O:13][C@H:14]([CH2:20][CH2:21][OH:22])[C:15]([N:17]([CH3:19])[CH3:18])=[O:16])[N:7]=1.[CH3:32][O:33][C:34]1[N:39]=[C:38](B2OCCN(C3C=CC=CC=3)CCO2)[CH:37]=[CH:36][CH:35]=1.C([O-])([O-])=O.[Na+].[Na+]>C1C=CC(P(C2C=CC=CC=2)[C-]2C=CC=C2)=CC=1.C1C=CC(P(C2C=CC=CC=2)[C-]2C=CC=C2)=CC=1.Cl[Pd]Cl.[Fe+2].CC(N(C)C)=O>[NH2:1][C:2]1[N:3]=[C:4]([CH3:31])[C:5]2=[C:6]([CH2:8][C@H:9]([C:23]3[CH:28]=[CH:27][C:26]([F:29])=[CH:25][C:24]=3[C:38]3[CH:37]=[CH:36][CH:35]=[C:34]([O:33][CH3:32])[N:39]=3)[NH:10]/[C:11]/2=[N:12]\[O:13][C@H:14]([CH2:20][CH2:21][OH:22])[C:15]([N:17]([CH3:19])[CH3:18])=[O:16])[N:7]=1 |f:2.3.4,5.6.7.8|. Procedure: A mixture of (R)-2-((Z)—((R)-2-amino-7-(2-bromo-4-fluorophenyl)-4-methyl-7,8-dihydropyrido[4,3-d]pyrimidin-5(6H)-ylidene)aminooxy)-4-hydroxy-N,N-dimethylbutanamide (31 mg, 0.063 mmol), 2-(6-methoxypyridin-2-yl)-6-phenyl-1,3,6,2-dioxazaborocane (93 mg, 0.313 mmol), Pd(dppf)2Cl2 (9.16 mg, 0.013 mmol), 2N aq Na2CO3 (0.156 mL, 0.313 mmol) and DMA (2.0 mL) was degassed with N2 and heated at 85° C. for 4 h. Cooled to r.t., filtered trough celite and purified by prep LCMS to afford (R)-2-((Z)—((R)-2-am... Starting materials: CNC(C1=C(C=CC=C1)C)=O (N-methyl-2-methylbenzamide), C(C1=CC=CC=C1)OCCOC1=C(C=C(C#N)C=C1)OC (4-(2-benzyloxyethoxy)-3-methoxybenzonitrile). Product: C(C1=CC=CC=C1)OCCOC1=C(C=C(C=C1)C=1NC(C2=CC=CC=C2C1)=O)OC (3-[4-(2-benzyloxyethoxy)-3-methoxyphenyl]isoquinolin-1-one). Yield: 23.6%. Reaction SMILES: [CH3:1][NH:2][C:3](=[O:11])[C:4]1[CH:9]=[CH:8][CH:7]=[CH:6][C:5]=1[CH3:10].[CH2:12]([O:19][CH2:20][CH2:21][O:22][C:23]1[CH:30]=[CH:29][C:26](C#N)=[CH:25][C:24]=1[O:31][CH3:32])[C:13]1[CH:18]=[CH:17][CH:16]=[CH:15][CH:14]=1>>[CH2:12]([O:19][CH2:20][CH2:21][O:22][C:23]1[CH:30]=[CH:29][C:26]([C:1]2[NH:2][C:3](=[O:11])[C:4]3[C:5]([CH:10]=2)=[CH:6][CH:7]=[CH:8][CH:9]=3)=[CH:25][C:24]=1[O:31][CH3:32])[C:13]1[CH:14]=[CH:15][CH:16]=[CH:17][CH:18]=1. Procedure: According to the method of Example 10-1, N-methyl-2-methylbenzamide (5.97 g) and 4-(2-benzyloxyethoxy)-3-methoxybenzonitrile (9.57 g) were reacted, to give 3-[4-(2-benzyloxyethoxy)-3-methoxyphenyl]isoquinolin-1-one (3.20 g).